Dataset: the Open Reaction Database (ORD), a public repository of structured organic reaction records. Task: describe an organic reaction: reactants, conditions, products, and yield The reactants are C[C@@H]1CN(C[C@@H](O1)C)C1=C(C2=C(C(=NO2)C=2SC=C(N2)C(=O)N2CCOCC2)C=C1C=O)F (6-[(2R,6S)-2,6-dimethylmorpholin-4-yl]-7-fluoro-3-[4-(morpholin-4-ylcarbonyl)-1,3-thiazol-2-yl]-1,2-benzoxazole-5-carbaldehyde), C[C@@H]1CN(C[C@@H](O1)C)C1=C(C2=C(C(=NO2)C=2SC=C(N2)C(=O)N2CCOCC2)C=C1C=O)F (6-[(2R,6S)-2,6-dimethylmorpholin-4-yl]-7-fluoro-3-[4-(morpholin-4-ylcarbonyl)-1,3-thiazol-2-yl]-1,2-benzoxazole-5-carbaldehyde), N1C(=O)NC(=O)CC1=O (barbituric acid). Conditions: temperature 85 celsius. Yields the product FC=1C2=C(C=C3CC4(C(NC(NC4=O)=O)=O)[C@@H]4N(C13)C[C@H](O[C@H]4C)C)C(=NO2)C=2SC=C(N2)C(=O)N2CCOCC2 ((2R,4S,4aS)-rel-11-fluoro-2,4-dimethyl-8-[4-(morpholin-4-ylcarbonyl)-1,3-thiazol-2-yl]-1,2,4,4a-tetrahydro-2′H,6H-spiro[1,4-oxazino[4,3-a][1,2]oxazolo[4,5-g]quinoline-5,5′-pyrimidine]-2′,4′,6′(1′H,3′H)-trione). Procedure details: To a solution of 6-[(2R,6S)-2,6-dimethylmorpholin-4-yl]-7-fluoro-3-[4-(morpholin-4-ylcarbonyl)-1,3-thiazol-2-yl]-1,2-benzoxazole-5-carbaldehyde (Intermediate 389, 90 mg, 0.19 mmol) in IPA was added barbituric acid (24 mg, 0.103 mmol) and the mixture heated at 85° C. for 16 hours. Solvents were evaporated and the residue was purified by reverse phase HPLC to give product as solid (as a TFA salt). Yield: 16 mg (14%). The solvent is CC(C)O (IPA). Reaction SMILES: [CH3:1][C@H:2]1[O:7][C@@H:6]([CH3:8])[CH2:5][N:4]([C:9]2[C:30]([CH:31]=O)=[CH:29][C:12]3[C:13]([C:16]4[S:17][CH:18]=[C:19]([C:21]([N:23]5[CH2:28][CH2:27][O:26][CH2:25][CH2:24]5)=[O:22])[N:20]=4)=[N:14][O:15][C:11]=3[C:10]=2[F:33])[CH2:3]1.[NH:34]1[C:41](=[O:42])[CH2:40][C:38](=[O:39])[NH:37][C:35]1=[O:36]>CC(O)C>[F:33][C:10]1[C:11]2[O:15][N:14]=[C:13]([C:16]3[S:17][CH:18]=[C:19]([C:21]([N:23]4[CH2:24][CH2:25][O:26][CH2:27][CH2:28]4)=[O:22])[N:20]=3)[C:12]=2[CH:29]=[C:30]2[C:9]=1[N:4]1[CH2:3][C@@H:2]([CH3:1])[O:7][C@@H:6]([CH3:8])[C@@H:5]1[C:40]1([C:38](=[O:39])[NH:37][C:35](=[O:36])[NH:34][C:41]1=[O:42])[CH2:31]2. The reactants are [Br-], C1CCOC1, [Mg+]c1ccccc1, O=Cc1cnc(C#Cc2ccccc2)s1. Yields the product OC(c1ccccc1)c1cnc(C#Cc2ccccc2)s1. Reaction SMILES: [Br-:16].[CH2:24]1[O:25][CH2:26][CH2:27][CH2:28]1.[c:17]1([Mg+:23])[cH:18][cH:19][cH:20][cH:21][cH:22]1.[c:1]1([C:7]#[C:8][c:9]2[s:10][c:11]([CH:14]=[O:15])[cH:12][n:13]2)[cH:2][cH:3][cH:4][cH:5][cH:6]1>>[c:1]1([C:7]#[C:8][c:9]2[s:10][c:11]([CH:14]([OH:15])[c:17]3[cH:18][cH:19][cH:20][cH:21][cH:22]3)[cH:12][n:13]2)[cH:2][cH:3][cH:4][cH:5][cH:6]1. The reactants are OC(COC1=C2CCC(NC2=CC=C1)=O)CN1CCC(CC1)NC(=O)OCC(C)C (3,4-Dihydro-5-[2-hydroxy-3-(4-(isobutoxycarbonylamino)-1-piperidyl)propoxy]carbostyril), C(C)(=O)OC(C)=O (acetic anhydride). The solvent is N1=CC=CC=C1 (pyridine). Product: C(C)(=O)OC(COC1=C2CCC(NC2=CC=C1)=O)CN1CCC(CC1)NC(=O)OCC(C)C (3,4-Dihydro-5-[2-acetyloxy-3-(4-(isobutoxycarbonylamino)-1-piperidyl)propoxy]carbostyril). RXN SMILES: [OH:1][CH:2]([CH2:16][N:17]1[CH2:22][CH2:21][CH:20]([NH:23][C:24]([O:26][CH2:27][CH:28]([CH3:30])[CH3:29])=[O:25])[CH2:19][CH2:18]1)[CH2:3][O:4][C:5]1[CH:14]=[CH:13][CH:12]=[C:11]2[C:6]=1[CH2:7][CH2:8][C:9](=[O:15])[NH:10]2.[C:31](OC(=O)C)(=[O:33])[CH3:32]>N1C=CC=CC=1>[C:31]([O:1][CH:2]([CH2:16][N:17]1[CH2:22][CH2:21][CH:20]([NH:23][C:24]([O:26][CH2:27][CH:28]([CH3:30])[CH3:29])=[O:25])[CH2:19][CH2:18]1)[CH2:3][O:4][C:5]1[CH:14]=[CH:13][CH:12]=[C:11]2[C:6]=1[CH2:7][CH2:8][C:9](=[O:15])[NH:10]2)(=[O:33])[CH3:32]. Reported procedure: 3,4-Dihydro-5-[2-hydroxy-3-(4-(isobutoxycarbonylamino)-1-piperidyl)propoxy]carbostyril (3 g) was dissolved in pyridine (30 mL) and acetic anhydride (0.9 mL) was added dropwise with stirring. After the addition, the mixture was stirred at room temperature for 12 hours, and the pyridine was then evaporated under reduced pressure. The residue was dissolved in chloroform (100 mL) and the organic solution was washed twice with water (50 mL each) and dried over sodium sulfate. The solvent was then eva... Reactants: NC1=C(C=CC(=C1)Cl)S(=O)(=O)N (2-amino-4-chlorobenzenesulfonamide), C(C(C)C)N=C=S (isobutyl isothiocyanate). Run in C(C)(=O)OCC (ethyl acetate). Reaction conditions: temperature 150 celsius. Yields the product ClC=1C=CC2=C(NC(=NS2(=O)=O)NCC(C)C)C1 (6-Chloro-3-isobutylamino-4H-1,2,4-benzothiadiazine 1,1-dioxide). Yield: 41.7%. Reaction SMILES: [NH2:1][C:2]1[CH:7]=[C:6]([Cl:8])[CH:5]=[CH:4][C:3]=1[S:9]([NH2:12])(=[O:11])=[O:10].[CH2:13]([N:17]=[C:18]=S)[CH:14]([CH3:16])[CH3:15]>C(OCC)(=O)C>[Cl:8][C:6]1[CH:5]=[CH:4][C:3]2[S:9](=[O:11])(=[O:10])[N:12]=[C:18]([NH:17][CH2:13][CH:14]([CH3:16])[CH3:15])[NH:1][C:2]=2[CH:7]=1. Procedure: A mixture of 2-amino-4-chlorobenzenesulfonamide (5.0 g, 24.18 mmol) and isobutyl isothiocyanate (10 ml, 83.6 mmol) was heated at 150° C. for 3 h. The mixture was allowed to cool and then stirred with 50 ml of ethyl acetate for 30 min. The precipitate was isolated by filtration and recrystallised from ethanol to give 2.9 g (42%) of the pure title compound; m.p. 298-301° C.; 1H-NMR (DMSO-d6): δ 0.91 (d, 6H, CH(CH3)2), 1.83 (m, 1H, CH(CH3)2), 3.05 (t, 2H, CH2), 7.2-7.4 (m, 3H, ArH+NH), 7.67 (d, 1H,... Starting materials: C1(=CC=CC=C1)C=1C=NN(C1C1=CC=CC=C1)CC(=O)OCC (ethyl 4,5-diphenyl-1H-pyrazole-1-acetate), NCCCN1CCCCC1 (3-aminopropylpiperidine), C(C)(C)N(CC)C(C)C (diisopropylethylamine), amine. The solvent is CCOCC (ether). Run at time 18 hour. The product is O.C1(=CC=CC=C1)C=1C=NN(C1C1=CC=CC=C1)CC(=O)NCCCN1CCCCC1.C1(=CC=CC=C1)C=1C=NN(C1C1=CC=CC=C1)CC(=O)NCCCN1CCCCC1 (4,5-diphenyl-N-[3-(1-piperdinyl)propyl]-1H-pyrazole-1-acetamide hemihydrate). Isolated yield 150.2%. As a reaction SMILES: [C:1]1([C:7]2[CH:8]=[N:9][N:10]([CH2:18][C:19]([O:21]CC)=[O:20])[C:11]=2[C:12]2[CH:17]=[CH:16][CH:15]=[CH:14][CH:13]=2)[CH:6]=[CH:5][CH:4]=[CH:3][CH:2]=1.[NH2:24][CH2:25][CH2:26][CH2:27][N:28]1[CH2:33][CH2:32][CH2:31][CH2:30][CH2:29]1.C(N(C(C)C)CC)(C)C>CCOCC>[OH2:20].[C:1]1([C:7]2[CH:8]=[N:9][N:10]([CH2:18][C:19]([NH:24][CH2:25][CH2:26][CH2:27][N:28]3[CH2:33][CH2:32][CH2:31][CH2:30][CH2:29]3)=[O:21])[C:11]=2[C:12]2[CH:13]=[CH:14][CH:15]=[CH:16][CH:17]=2)[CH:6]=[CH:5][CH:4]=[CH:3][CH:2]=1.[C:1]1([C:7]2[CH:8]=[N:9][N:10]([CH2:18][C:19]([NH:24][CH2:25][CH2:26][CH2:27][N:28]3[CH2:33][CH2:32][CH2:31][CH2:30][CH2:29]3)=[O:21])[C:11]=2[C:12]2[CH:13]=[CH:14][CH:15]=[CH:16][CH:17]=2)[CH:6]=[CH:5][CH:4]=[CH:3][CH:2]=1 |f:4.5.6|. Reported procedure: A mixture of 15 g (0.049 mol) of ethyl 4,5-diphenyl-1H-pyrazole-1-acetate of Example 1, 10.2 g (0.02 mol) of 3-aminopropylpiperidine, and 62 mL of diisopropylethylamine was stirred on a steam bath under nitrogen for 18 hours. The excess amine was stripped in vacuo. The residue was taken up in about 300 mL of ether and washed twice with water. The product was extracted into 150 mL of cold water containing 18 mL of 10% hydrochloric acid. The water layer was washed two times with ether, treated wit...